The task is: describe an organic reaction: reactants, conditions, products, and yield. This data is from the Open Reaction Database (ORD), a public repository of structured organic reaction records. Yields the product COC(=O)CCc1c(C)c(C(=O)NC2CCN(C(C)C)CC2)n(Cc2cc(-c3ccc(Cl)s3)on2)c1C. Reactants: Clc1ccc(-c2cc(CBr)no2)s1, O=C([O-])[O-], COC(=O)CCc1c(C)[nH]c(C(=O)NC2CCN(C(C)C)CC2)c1C, CC(=O)O, [Cs+], [Cs+], CN(C)C=O. As a reaction SMILES: [Br:32][CH2:33][c:34]1[n:35][o:36][c:37](-[c:39]2[s:40][c:41]([Cl:44])[cH:42][cH:43]2)[cH:38]1.[C:26](=[O:27])([O-:28])[O-:29].[CH3:1][O:2][C:3]([CH2:4][CH2:5][c:6]1[c:7]([CH3:24])[nH:8][c:9]([C:12]([NH:13][CH:14]2[CH2:15][CH2:16][N:17]([CH:20]([CH3:21])[CH3:22])[CH2:18][CH2:19]2)=[O:23])[c:10]1[CH3:11])=[O:25].[CH3:45][C:46](=[O:47])[OH:48].[Cs+:30].[Cs+:31].[O:49]=[CH:50][N:51]([CH3:52])[CH3:53]>>[CH3:1][O:2][C:3]([CH2:4][CH2:5][c:6]1[c:7]([CH3:24])[n:8]([CH2:33][c:34]2[n:35][o:36][c:37](-[c:39]3[s:40][c:41]([Cl:44])[cH:42][cH:43]3)[cH:38]2)[c:9]([C:12]([NH:13][CH:14]2[CH2:15][CH2:16][N:17]([CH:20]([CH3:21])[CH3:22])[CH2:18][CH2:19]2)=[O:23])[c:10]1[CH3:11])=[O:25]. The reactants are CCOC(=O)C(C#N)=CNc1ccc(C)cn1, CCOC=C(C#N)C(=O)OCC, CCc1ccc(N)nc1. Product: CCOC(=O)C(C#N)=CNc1ccc(CC)cn1. Reaction SMILES: [C:22]([C:23](=[CH:24][NH:25][c:26]1[cH:27][cH:28][c:29]([CH3:30])[cH:31][n:32]1)[C:33]([O:34][CH2:35][CH3:36])=[O:37])#[N:38].[CH2:10]([O:11][CH:13]=[C:14]([C:15](=[O:16])[O:17][CH2:18][CH3:19])[C:20]#[N:21])[CH3:12].[NH2:1][c:2]1[n:3][cH:4][c:5]([CH2:8][CH3:9])[cH:6][cH:7]1>>[NH:1]([c:2]1[n:3][cH:4][c:5]([CH2:8][CH3:9])[cH:6][cH:7]1)[CH:13]=[C:14]([C:15](=[O:16])[O:17][CH2:18][CH3:19])[C:20]#[N:21]. Starting materials: C(=O)(C(F)(F)F)O (TFA), C(C)(C)(C)OC1=CC=C(C=N1)OCC1CN(C1)C=1C(=C(C=CC1)CO)F ([3-(3-{[(6-tert-butoxypyridin-3-yl)oxy]methyl}azetidin-1-yl)-2-fluorophenyl]methanol), C([O-])([O-])=O.[K+].[K+] (potassium carbonate), CI (methyl iodide). Solvent: ClCCl (dichloromethane), CN(C)C=O (DMF). Reaction conditions: time 3 hour. Product: FC1=C(C=CC=C1CO)N1CC(C1)COC=1C=CC(N(C1)C)=O (5-({1-[2-fluoro-3-(hydroxymethyl)phenyl]azetidin-3-yl}methoxy)-1-methylpyridin-2(1H)-one). Reaction SMILES: [C:1](O)(C(F)(F)F)=O.C([O:12][C:13]1[N:18]=[CH:17][C:16]([O:19][CH2:20][CH:21]2[CH2:24][N:23]([C:25]3[C:26]([F:33])=[C:27]([CH2:31][OH:32])[CH:28]=[CH:29][CH:30]=3)[CH2:22]2)=[CH:15][CH:14]=1)(C)(C)C.C(=O)([O-])[O-].[K+].[K+].CI>CN(C=O)C.ClCCl>[F:33][C:26]1[C:27]([CH2:31][OH:32])=[CH:28][CH:29]=[CH:30][C:25]=1[N:23]1[CH2:22][CH:21]([CH2:20][O:19][C:16]2[CH:15]=[CH:14][C:13](=[O:12])[N:18]([CH3:1])[CH:17]=2)[CH2:24]1 |f:2.3.4|. Procedure: TFA (0.5 ml) was added to a mixture of [3-(3-{[(6-tert-butoxypyridin-3-yl)oxy]methyl}azetidin-1-yl)-2-fluorophenyl]methanol (146 mg) and dichloromethane (1 ml), followed by stirring at room temperature for 3 hours. The reaction mixture was concentrated under reduced pressure and the residue was purified by basic silica gel column chromatography (CHCl3/methanol). The purified product thus obtained was mixed with DMF (2 ml), and potassium carbonate (100 mg) and methyl iodide (68 mg) was added ther... Reported procedure: Anhydrous K2CO3 (18.43 g, 0.13 mol) was added to 300 mL of CH3CN, and the solution was degassed with N2 for 20 minutes. Methyl-4-hydroxybenzoate (6.27 g, 41.2 mmol) was added to the reaction flask, which was heated to 70° C., following which 1-bromodecane (8.8 mL, 42.5 mmol) was added. The above solution was refluxed for 12 hours, and upon cooling the solvent was removed under reduced pressure. The residue was taken in CH2Cl2 (200 mL) and washed with 1 M HCl (100 mL). The organic layer was washe... The product is C(CCCCCCCCC)OC1=CC=C(C(=O)OC)C=C1 (Methyl 4-(decyloxy)benzoate). Run at temperature 70 celsius. Run in CC#N (CH3CN). As a reaction SMILES: C([O-])([O-])=O.[K+].[K+].[CH3:7][O:8][C:9](=[O:17])[C:10]1[CH:15]=[CH:14][C:13]([OH:16])=[CH:12][CH:11]=1.Br[CH2:19][CH2:20][CH2:21][CH2:22][CH2:23][CH2:24][CH2:25][CH2:26][CH2:27][CH3:28]>CC#N>[CH2:19]([O:16][C:13]1[CH:14]=[CH:15][C:10]([C:9]([O:8][CH3:7])=[O:17])=[CH:11][CH:12]=1)[CH2:20][CH2:21][CH2:22][CH2:23][CH2:24][CH2:25][CH2:26][CH2:27][CH3:28] |f:0.1.2|. Reactants: COC(C1=CC=C(C=C1)O)=O (Methyl-4-hydroxybenzoate), C(=O)([O-])[O-].[K+].[K+] (K2CO3), BrCCCCCCCCCC (1-bromodecane).